This data is from the Open Reaction Database (ORD), a public repository of structured organic reaction records. The task is: describe an organic reaction: reactants, conditions, products, and yield Reactants: NC1=C(C=CC=C1)O (o-aminophenol), C1(=CC=C(C=C1)Cl)C (p-toluyl chloride), NC1=C(C(=CC=C1)Cl)O (2-amino-6-chlorophenol), NC1=C(C(=CC(=C1)Cl)Cl)O (2-amino-4,6-dichlorophenol). Product: ClC=1C(=C(NC(=O)C2=CC=C(C=C2)C)C=CC1)O (3'-chloro-2'-hydroxy-p-toluanilide), ClC=1C(=C(NC(=O)C2=CC=C(C=C2)C)C=C(C1)Cl)O (3',5'-dichloro-2'-hydroxy-p-toluanilide). RXN SMILES: [NH2:1][C:2]1[CH:7]=[CH:6][CH:5]=[C:4]([Cl:8])[C:3]=1[OH:9].[NH2:10][C:11]1[CH:16]=[C:15]([Cl:17])[CH:14]=[C:13]([Cl:18])[C:12]=1[OH:19].N[C:21]1[CH:26]=[CH:25][CH:24]=[CH:23][C:22]=1[OH:27].[C:28]1(C)C=CC(Cl)=CC=1>>[Cl:8][C:4]1[C:3]([OH:9])=[C:2]([CH:7]=[CH:6][CH:5]=1)[NH:1][C:22]([C:12]1[CH:13]=[CH:14][C:15]([CH3:28])=[CH:16][CH:11]=1)=[O:27].[Cl:18][C:13]1[C:12]([OH:19])=[C:11]([CH:16]=[C:15]([Cl:17])[CH:14]=1)[NH:10][C:3]([C:21]1[CH:26]=[CH:25][C:24]([CH3:28])=[CH:23][CH:22]=1)=[O:9]. Reported procedure: When 2-amino-6-chlorophenol and 2-amino-4,6-dichlorophenol are used in place of o-aminophenol and when p-toluyl chloride is used in place of 3-fluoro-p-toluyl chloride in the above example, there is obtained 3'-chloro-2'-hydroxy-p-toluanilide and 3',5'-dichloro-2'-hydroxy-p-toluanilide, respectively. Reactants: ClC=1N=NC(=CC1)Cl (3,6-dichloropyridazine), CC(CO)(CO)CCC (2-methyl-2-propyl-1,3-propanediol), desired intermediate. Solvent: CCCCCCC (heptane). Product: ClC=1N=NC(=CC1C(CCC)(C)CO)Cl (3,6-dichloro-4-(1-hydroxymethyl-1-methylbutyl)pyridazine). Reaction SMILES: [Cl:1][C:2]1[N:3]=[N:4][C:5]([Cl:8])=[CH:6][CH:7]=1.[CH3:9][C:10]([CH2:15][CH2:16][CH3:17])(CO)[CH2:11][OH:12]>CCCCCCC>[Cl:1][C:2]1[N:3]=[N:4][C:5]([Cl:8])=[CH:6][C:7]=1[C:10]([CH2:11][OH:12])([CH3:9])[CH2:15][CH2:16][CH3:17]. Procedure details: Twenty g. of 3,6-dichloropyridazine was alkylated with 44.4 g. of 2-methyl-2-propyl-1,3-propanediol, following the process of Preparation 3 above. In this case the chromatography was run with 3:1 heptane:ethyl acetate as the eluant, and the residue from evaporation of the combined product-containing fractions was recrystallized from diethyl ether/heptane to obtain 0.43 g. of the desired intermediate product, m.p. 99°-100°. Reactants: CI, Cc1ccccc1, Cc1cccc(C)c1Cc1c[nH]cn1, [Na+], [OH-]. Yields the product Cc1cccc(C)c1Cc1cn(C)cn1. Reaction SMILES: [CH3:15][I:16].[CH3:19][c:20]1[cH:21][cH:22][cH:23][cH:24][cH:25]1.[CH3:1][c:2]1[c:3]([CH2:4][c:5]2[n:6][cH:7][nH:8][cH:9]2)[c:10]([CH3:14])[cH:11][cH:12][cH:13]1.[Na+:18].[OH-:17]>>[CH3:1][c:2]1[c:3]([CH2:4][c:5]2[n:6][cH:7][n:8]([CH3:15])[cH:9]2)[c:10]([CH3:14])[cH:11][cH:12][cH:13]1. Reactants: N#N (N2), BrC1=CC=2C(C(N(C(C2C2=C1N=C(N2)C2=CC(=C(C=C2)C)[N+](=O)[O-])=O)CCCN(C(OC(C)(C)C)=O)CCC2=CC(=C(C=C2)OC)OC)=O)(C)C (tert-butyl {3-[4-bromo-6,6-dimethyl-2-(4-methyl-3-nitrophenyl)-7,9-dioxo-1,6,7,9-tetrahydro-8H-imidazo[4,5-h]isoquinolin-8-yl]propyl}[2-(3,4-dimethoxyphenyl)ethyl]carbamate), COC1=CC=C(CN)C=C1 (4-methoxybenzylamine), CC(C)(C)[O-].[Na+] (NaOt-Bu). Reagents/catalysts: C=1C=CC(=CC1)/C=C/C(=O)/C=C/C2=CC=CC=C2.C=1C=CC(=CC1)/C=C/C(=O)/C=C/C2=CC=CC=C2.C=1C=CC(=CC1)/C=C/C(=O)/C=C/C2=CC=CC=C2.[Pd].[Pd] (Pd2(dba)3), C1=CC=C(C=C1)P([C-]2C=CC=C2)C3=CC=CC=C3.C1=CC=C(C=C1)P([C-]2C=CC=C2)C3=CC=CC=C3.[Fe+2] (dppf). Run in C1CCOC1 (THF). Conditions: temperature 60 celsius, time 3 hour. Product: COC=1C=C(C=CC1OC)CCN(C(OC(C)(C)C)=O)CCCN1C(C=2C3=C(C(=CC2C(C1=O)(C)C)NC(C1=CC=CC=C1)OC)N=C(N3)C3=CC(=C(C=C3)C)[N+](=O)[O-])=O (tert-Butyl [2-(3,4-dimethoxyphenyl)ethyl]{3-[4-[(methoxybenzyl)amino]-6,6-dimethyl-2-(4-methyl-3-nitrophenyl)-7,9-dioxo-1,6,7,9-tetrahydro-8H-imidazo[4,5-h]isoquinolin-8-yl]propyl}carbamate). Isolated yield 64.7%. RXN SMILES: N#N.Br[C:4]1[C:13]2[N:14]=[C:15]([C:17]3[CH:22]=[CH:21][C:20]([CH3:23])=[C:19]([N+:24]([O-:26])=[O:25])[CH:18]=3)[NH:16][C:12]=2[C:11]2[C:10](=[O:27])[N:9]([CH2:28][CH2:29][CH2:30][N:31]([CH2:39][CH2:40][C:41]3[CH:46]=[CH:45][C:44]([O:47][CH3:48])=[C:43]([O:49][CH3:50])[CH:42]=3)[C:32](=[O:38])[O:33][C:34]([CH3:37])([CH3:36])[CH3:35])[C:8](=[O:51])[C:7]([CH3:53])([CH3:52])[C:6]=2[CH:5]=1.CO[C:56]1[CH:63]=[CH:62][C:59]([CH2:60][NH2:61])=[CH:58][CH:57]=1.C[C:65]([O-:68])(C)C.[Na+]>C1COCC1.C1C=CC(/C=C/C(/C=C/C2C=CC=CC=2)=O)=CC=1.C1C=CC(/C=C/C(/C=C/C2C=CC=CC=2)=O)=CC=1.C1C=CC(/C=C/C(/C=C/C2C=CC=CC=2)=O)=CC=1.[Pd].[Pd].C1C=CC(P(C2C=CC=CC=2)[C-]2C=CC=C2)=CC=1.C1C=CC(P(C2C=CC=CC=2)[C-]2C=CC=C2)=CC=1.[Fe+2]>[CH3:50][O:49][C:43]1[CH:42]=[C:41]([CH2:40][CH2:39][N:31]([CH2:30][CH2:29][CH2:28][N:9]2[C:8](=[O:51])[C:7]([CH3:52])([CH3:53])[C:6]3[CH:5]=[C:4]([NH:61][CH:60]([O:68][CH3:65])[C:59]4[CH:58]=[CH:57][CH:56]=[CH:63][CH:62]=4)[C:13]4[N:14]=[C:15]([C:17]5[CH:22]=[CH:21][C:20]([CH3:23])=[C:19]([N+:24]([O-:26])=[O:25])[CH:18]=5)[NH:16][C:12]=4[C:11]=3[C:10]2=[O:27])[C:32](=[O:38])[O:33][C:34]([CH3:36])([CH3:35])[CH3:37])[CH:46]=[CH:45][C:44]=1[O:47][CH3:48] |f:3.4,6.7.8.9.10,11.12.13|. Procedure: Pd2(dba)3 (5.6 mg, 5.12 μmol) and dppf (2.83 mg, 5.09 μmol) were added to a degassed (N2 for 30 min) mixture of tert-butyl {3-[4-bromo-6,6-dimethyl-2-(4-methyl-3-nitrophenyl)-7,9-dioxo-1,6,7,9-tetrahydro-8H-imidazo[4,5-h]isoquinolin-8-yl]propyl}[2-(3,4-dimethoxyphenyl)ethyl]carbamate (780 mg, 1.02 mmol), 4-methoxybenzylamine (533 μL, 4.08 mmol) and NaOt-Bu (196 mg, 2.04 mmol) in THF (10.2 mL). The reaction mixture was stirred at 60° C. for 3 h, then was concentrated under reduced pressure. The r... Starting materials: C(C)(C)(C)OC(=O)N1C(C=2N(CC1)C(=NC2I)C)CCC2=CC(=C(C=C2)C)C (8-[2-(3,4-dimethyl-phenyl)-ethyl]-1-iodo-3-methyl-5,6-dihydro-8H-imidazo[1,5-a]pyrazine-7-carboxylic acid tert-butyl ester), C(Cl)Cl.CO (DCM MeOH). The product is C(C)(C)(C)OC(=O)N1C(C=2N(CC1)C(=NC2Cl)C)CCC2=CC(=C(C=C2)C)C (1-chloro-8-[2-(3,4-dimethyl-phenyl)-ethyl]-3-methyl-5,6-dihydro-8H-imidazo[1,5-a]pyrazine-7-carboxylic acid tert-butyl ester). Reaction SMILES: [C:1]([O:5][C:6]([N:8]1[CH2:13][CH2:12][N:11]2[C:14]([CH3:18])=[N:15][C:16](I)=[C:10]2[CH:9]1[CH2:19][CH2:20][C:21]1[CH:26]=[CH:25][C:24]([CH3:27])=[C:23]([CH3:28])[CH:22]=1)=[O:7])([CH3:4])([CH3:3])[CH3:2].C(Cl)[Cl:30].CO>>[C:1]([O:5][C:6]([N:8]1[CH2:13][CH2:12][N:11]2[C:14]([CH3:18])=[N:15][C:16]([Cl:30])=[C:10]2[CH:9]1[CH2:19][CH2:20][C:21]1[CH:26]=[CH:25][C:24]([CH3:27])=[C:23]([CH3:28])[CH:22]=1)=[O:7])([CH3:4])([CH3:3])[CH3:2] |f:1.2|. Procedure: According to the general procedure (GP12), chlorination of 8-[2-(3,4-dimethyl-phenyl)-ethyl]-1-iodo-3-methyl-5,6-dihydro-8H-imidazo[1,5-a]pyrazine-7-carboxylic acid tert-butyl ester (1.061 g; 2.142 mmol) and purification by FC (DCM/MeOH=40/1) gave the product 1-chloro-8-[2-(3,4-dimethyl-phenyl)-ethyl]-3-methyl-5,6-dihydro-8H-imidazo[1,5-a]pyrazine-7-carboxylic acid tert-butyl ester as an orange oil (157 mg; 0.388 mmol). LC-MS: tR=1.01 min.; [M+H]+=404.50 g/mol.